This data is from the Open Reaction Database (ORD), a public repository of structured organic reaction records. The task is: describe an organic reaction: reactants, conditions, products, and yield Product: O=Cc1csc(COC(=O)OCC(Cl)(Cl)Cl)n1. Reactants: CC(C)C[Al+]CC(C)C, CCOC(=O)c1csc(COC(=O)OCC(Cl)(Cl)Cl)n1, ClCCl, [H-]. RXN SMILES: [CH2:22]([Al+:23][CH2:24][CH:25]([CH3:26])[CH3:27])[CH:28]([CH3:29])[CH3:30].[Cl:1][C:2]([CH2:3][O:4][C:5](=[O:6])[O:7][CH2:8][c:9]1[s:10][cH:11][c:12]([C:14](=[O:15])[O:16][CH2:17][CH3:18])[n:13]1)([Cl:19])[Cl:20].[Cl:31][CH2:32][Cl:33].[H-:21]>>[Cl:1][C:2]([CH2:3][O:4][C:5](=[O:6])[O:7][CH2:8][c:9]1[s:10][cH:11][c:12]([CH:14]=[O:15])[n:13]1)([Cl:19])[Cl:20].